Task: describe an organic reaction: reactants, conditions, products, and yield. Dataset: the Open Reaction Database (ORD), a public repository of structured organic reaction records The reactants are C(C1=CC=CC=C1)(=O)NC(=NCCSC1=CC=CC=C1)NCCCC=1N=CNC1 (N-benzoyl-N'-[3-(imidazol 4-yl) propyl]-N"-(2-phenylthioethyl)-guanidine). The solvent is Cl (hydrochloric acid). The product is N1C=NC(=C1)CCCNC(=N)NCCSC1=CC=CC=C1 (N-[3-(Imidazol-4-yl)propyl]-N'-(2-phenylthioethyl)-guanidine). As a reaction SMILES: C([NH:9][C:10]([NH:21][CH2:22][CH2:23][CH2:24][C:25]1[N:26]=[CH:27][NH:28][CH:29]=1)=[N:11][CH2:12][CH2:13][S:14][C:15]1[CH:20]=[CH:19][CH:18]=[CH:17][CH:16]=1)(=O)C1C=CC=CC=1>Cl>[NH:28]1[CH:29]=[C:25]([CH2:24][CH2:23][CH2:22][NH:21][C:10]([NH:11][CH2:12][CH2:13][S:14][C:15]2[CH:16]=[CH:17][CH:18]=[CH:19][CH:20]=2)=[NH:9])[N:26]=[CH:27]1. Procedure details: 0.82 g (2 mmol) of N-benzoyl-N'-[3-(imidazol 4-yl) propyl]-N"-(2-phenylthioethyl)-guanidine are heated under reflux in 18% hydrochloric acid for 7 hours and then worked up by a method analogous to that of Example 58. 0.72 g (96%) of a dry, hygroscopic foam is obtained. The reactants are Cl (hydrochloric acid), C1(CCCC1)C1=C(C(=NO1)C1=C(C=CC=C1Cl)Cl)COC1=CC=C(C=C1)C=1C=C2C=CC(=NC2=CC1)C(=O)OC (methyl 6-[4-({[5-cyclopentyl-3-(2,6-dichlorophenyl)-4-isoxazolyl]methyl}oxy)phenyl]-2-quinolinecarboxylate), O1CCCC1 (tetrahydrofuran), [OH-].[Na+] (sodium hydroxide). Solvent: C(C)(=O)OCC (Ethyl acetate), CO (methanol), O (water). Reaction conditions: temperature 120 celsius. Yields the product C1(CCCC1)C1=C(C(=NO1)C1=C(C=CC=C1Cl)Cl)COC1=CC=C(C=C1)C=1C=C2C=CC(=NC2=CC1)C(=O)O (6-[4-({[5-cyclopentyl-3-(2,6-dichlorophenyl)-4-isoxazolyl]methyl}oxy)phenyl]-2-quinolinecarboxylic acid). Yield: 79.8%. Reaction SMILES: [CH:1]1([C:6]2[O:10][N:9]=[C:8]([C:11]3[C:16]([Cl:17])=[CH:15][CH:14]=[CH:13][C:12]=3[Cl:18])[C:7]=2[CH2:19][O:20][C:21]2[CH:26]=[CH:25][C:24]([C:27]3[CH:28]=[C:29]4[C:34](=[CH:35][CH:36]=3)[N:33]=[C:32]([C:37]([O:39]C)=[O:38])[CH:31]=[CH:30]4)=[CH:23][CH:22]=2)[CH2:5][CH2:4][CH2:3][CH2:2]1.O1CCCC1.[OH-].[Na+].Cl>C(OCC)(=O)C.O.CO>[CH:1]1([C:6]2[O:10][N:9]=[C:8]([C:11]3[C:16]([Cl:17])=[CH:15][CH:14]=[CH:13][C:12]=3[Cl:18])[C:7]=2[CH2:19][O:20][C:21]2[CH:22]=[CH:23][C:24]([C:27]3[CH:28]=[C:29]4[C:34](=[CH:35][CH:36]=3)[N:33]=[C:32]([C:37]([OH:39])=[O:38])[CH:31]=[CH:30]4)=[CH:25][CH:26]=2)[CH2:2][CH2:3][CH2:4][CH2:5]1 |f:2.3|. Procedure details: To a solution of methyl 6-[4-({[5-cyclopentyl-3-(2,6-dichlorophenyl)-4-isoxazolyl]methyl}oxy)phenyl]-2-quinolinecarboxylate (73 mg, 0.13 mmol) in 2:1 tetrahydrofuran:methanol (1.5 mL) was added 1N sodium hydroxide (0.19 mL, 0.19 mmol). A solid was seen to precipitate. The mixture was heated in a microwave reactor at 120° C. for 500 seconds and then was concentrated and the residue was taken up with water and hydrochloric acid (0.19 mL, 0.19 mmol) was added. Ethyl acetate was added and the layers... The reactants are C1(=CC=CC=C1)S(=O)(=O)N1C=CC=2C1=NC=C(C2Cl)[N+](=O)[O-] (1-benzenesulfonyl-4-chloro-5-nitro-1H-pyrrolo[2,3-b]pyridine), C(C1=CC=CC=C1)N1CC(C(CC1)N)(F)F (1-benzyl-3,3-difluoropiperidin-4-amine), C(C)(C)N(CC)C(C)C (diisopropylethylamine). Run in CC(C)O (propan-2-ol). Conditions: temperature 80 celsius. Yields the product FC=1C=NC=CC1NC(C1=CC=CC=C1)=O (N-(3-fluoro-pyridin-4-yl)-benzamide). Yield: 240.1%. As a reaction SMILES: C1(S(N2C3=NC=C([N+]([O-])=O)C(Cl)=C3C=C2)(=O)=[O:8])C=CC=CC=1.[CH2:23]([N:30]1CC[CH:33]([NH2:36])[C:32]([F:38])(F)[CH2:31]1)[C:24]1[CH:29]=[CH:28][CH:27]=[CH:26][CH:25]=1.C(N([CH:45]([CH3:47])C)CC)(C)C>CC(O)C>[F:38][C:32]1[CH:33]=[N:36][CH:45]=[CH:47][C:31]=1[NH:30][C:23](=[O:8])[C:24]1[CH:25]=[CH:26][CH:27]=[CH:28][CH:29]=1. Procedure details: A mixture of 1-benzenesulfonyl-4-chloro-5-nitro-1H-pyrrolo[2,3-b]pyridine (4.6 g, 14 mmol), 1-benzyl-3,3-difluoropiperidin-4-amine (prepared according to EP2123651 A1, 3.08 g, 13.6 mmol), diisopropylethylamine (6 mL, 34 mmol) in propan-2-ol (100 mL) was heated at 80° C. for 12 hours. The mixture was concentrated, suspended in potassium bisulfate solution (1N, 100 mL), and filtered to yield 7.06 g of a yellow solid (LCMS (Method F, ESI): RT=1.28 min, m+H=528.3). The solid was suspended in ethanol... The reactants are Nc1c(N=O)c(=O)[nH]c(=O)n1Cc1ccccc1, N. Yields the product Nc1c(N)n(Cc2ccccc2)c(=O)[nH]c1=O. As a reaction SMILES: [NH2:1][c:2]1[c:3]([N:17]=[O:18])[c:4](=[O:16])[nH:5][c:6](=[O:15])[n:7]1[CH2:8][c:9]1[cH:10][cH:11][cH:12][cH:13][cH:14]1.[NH3:19]>>[NH2:1][c:2]1[c:3]([NH2:17])[c:4](=[O:16])[nH:5][c:6](=[O:15])[n:7]1[CH2:8][c:9]1[cH:10][cH:11][cH:12][cH:13][cH:14]1. Reactants: Cl.N1C(=CC2=CC=CC=C12)C=1N=C(N2C1C(=NC=C2)N)C2CCNCC2 (1-(1H-Indol-2-yl)-3-piperidin-4-ylimidazo[1,5-a]pyrazin-8-amine hydrochloride), Cl.CN(CCCN=C=NCC)C (N-(3-dimethylaminopropyl)-N′-ethylcarbodiimide hydrochloride), C(C)(C)N(C(C)C)CC (N,N-diisopropylethylamine), hydrate, C(=O)O (formic acid). Solvent: C(Cl)Cl (DCM), C(Cl)Cl (DCM). Reaction conditions: time 8 hour. Yields the product NC=1C=2N(C=CN1)C(=NC2C=2NC1=CC=CC=C1C2)C2CCN(CC2)C=O (4-[8-Amino-1-(1H-indol-2-yl)imidazo[1,5-a]pyrazin-3-yl]piperidine-1-carbaldehyde). Yield: 432.5%. As a reaction SMILES: Cl.[NH:2]1[C:10]2[C:5](=[CH:6][CH:7]=[CH:8][CH:9]=2)[CH:4]=[C:3]1[C:11]1[N:12]=[C:13]([CH:21]2[CH2:26][CH2:25][NH:24][CH2:23][CH2:22]2)[N:14]2[CH:19]=[CH:18][N:17]=[C:16]([NH2:20])[C:15]=12.Cl.CN(C)CCCN=C=NCC.C(N(CC)C(C)C)(C)C.[CH:48](O)=[O:49]>C(Cl)Cl>[NH2:20][C:16]1[C:15]2[N:14]([C:13]([CH:21]3[CH2:26][CH2:25][N:24]([CH:48]=[O:49])[CH2:23][CH2:22]3)=[N:12][C:11]=2[C:3]2[NH:2][C:10]3[C:5]([CH:4]=2)=[CH:6][CH:7]=[CH:8][CH:9]=3)[CH:19]=[CH:18][N:17]=1 |f:0.1,2.3|. Procedure: To a solution of 1-(1H-Indol-2-yl)-3-piperidin-4-ylimidazo[1,5-a]pyrazin-8-amine hydrochloride (30.00 mg, 0.0068 mmol) in DCM (0.5 mL, 0.008 mol) was added N-(3-dimethylaminopropyl)-N′-ethylcarbodiimide hydrochloride (0.0195 g, 0.102 mmol), N,N-diisopropylethylamine (0.047 mL), 1-hydroxbenzotriaxole hydrate (0.0104 g, 0.0679 mmol) and formic acid (4.7 mg, 0.10 mmol). The reaction was stirred at rt overnight then diluted with DCM, washed with saturated NaHCO3 (2×25 mL) and brine (2×25), then drie... Starting materials: CS(C)=O, C1CC2CNCC(C1)C2, CCN(C(C)C)C(C)C, O=C(Nc1cnc2ccccc2c1)c1ccc(F)cc1. The product is O=C(Nc1cnc2ccccc2c1)c1ccc(N2CC3CCCC(C3)C2)cc1. Reaction SMILES: [CH3:39][S:40](=[O:41])[CH3:42].[CH:21]12[CH2:22][NH:23][CH2:24][CH:25]([CH2:26][CH2:27][CH2:28]1)[CH2:29]2.[CH:30]([N:31]([CH2:32][CH3:33])[CH:34]([CH3:35])[CH3:36])([CH3:37])[CH3:38].[F:1][c:2]1[cH:3][cH:4][c:5]([C:6](=[O:7])[NH:8][c:9]2[cH:10][n:11][c:12]3[cH:13][cH:14][cH:15][cH:16][c:17]3[cH:18]2)[cH:19][cH:20]1>>[c:2]1([N:23]2[CH2:22][CH:21]3[CH2:28][CH2:27][CH2:26][CH:25]([CH2:24]2)[CH2:29]3)[cH:3][cH:4][c:5]([C:6](=[O:7])[NH:8][c:9]2[cH:10][n:11][c:12]3[cH:13][cH:14][cH:15][cH:16][c:17]3[cH:18]2)[cH:19][cH:20]1. Reactants: CC(Br)C(=O)OCC1CCCO1, O=C([O-])[O-], CC#N, [K+], [K+], Oc1ccc(Oc2cnc3cc(Cl)ccc3n2)cc1. The product is CC(Oc1ccc(Oc2cnc3cc(Cl)ccc3n2)cc1)C(=O)OCC1CCCO1. Reaction SMILES: [Br:20][CH:21]([C:22](=[O:23])[O:24][CH2:25][CH:26]1[O:27][CH2:28][CH2:29][CH2:30]1)[CH3:31].[C:32](=[O:33])([O-:34])[O-:35].[CH3:38][C:39]#[N:40].[K+:36].[K+:37].[OH:1][c:2]1[cH:3][cH:4][c:5]([O:6][c:7]2[n:8][c:9]3[cH:10][cH:11][c:12]([Cl:17])[cH:13][c:14]3[n:15][cH:16]2)[cH:18][cH:19]1>>[O:1]([c:2]1[cH:3][cH:4][c:5]([O:6][c:7]2[n:8][c:9]3[cH:10][cH:11][c:12]([Cl:17])[cH:13][c:14]3[n:15][cH:16]2)[cH:18][cH:19]1)[CH:21]([C:22](=[O:23])[O:24][CH2:25][CH:26]1[O:27][CH2:28][CH2:29][CH2:30]1)[CH3:31]. The yield is 34.0%. Procedure: A solution of trimethylaluminum (136.2 mL of a 2M solution in hexane, 272.4 mmol) was added dropwise to a stirring suspension of L-phenylalanine (15.0 g, 90.79 mmol) in 150 mL of methylene chloride at 0° C. (ice-bath). The resultant clear solution was allowed to warm to room temperature and stirred for 23 h. A solution of the free base of L-valine methyl ester (15.22 g, 90.79 mmol) in 100 mL of methylene chloride was added dropwise and the resultant clear solution was stirred at room temperature... The product is CN([C@@H](C(C)C)C(=O)O)C([C@@H](N)CC1=CC=CC=C1)=O (methyl N-L-phenylalanyl-L-valine). Reaction SMILES: [CH3:1][Al](C)C.[NH2:5][C@H:6]([C:14]([OH:16])=O)[CH2:7][C:8]1[CH:13]=[CH:12][CH:11]=[CH:10][CH:9]=1.C[O:18][C:19](=[O:25])[C@H:20]([CH:22]([CH3:24])[CH3:23])[NH2:21].Cl.[OH-].[Na+]>CCCCCC.C(Cl)Cl.O>[CH3:1][N:21]([C:14](=[O:16])[C@H:6]([CH2:7][C:8]1[CH:9]=[CH:10][CH:11]=[CH:12][CH:13]=1)[NH2:5])[C@H:20]([C:19]([OH:18])=[O:25])[CH:22]([CH3:24])[CH3:23] |f:4.5|. The reactants are C[Al](C)C (trimethylaluminum), solution, N[C@@H](CC1=CC=CC=C1)C(=O)O (L-phenylalanine), [OH-].[Na+] (NaOH), Cl (HCl), COC([C@@H](N)C(C)C)=O (L-valine methyl ester). Conditions: time 23 hour. The solvent is CCCCCC (hexane), C(Cl)Cl (methylene chloride), C(Cl)Cl (methylene chloride), O (water), C(Cl)Cl (methylene chloride). Starting materials: CSc1ccc(-c2nc(=O)c3ccccc3s2)cn1, ClC(Cl)Cl, O=C(OO)c1cccc(Cl)c1. The product is CS(=O)c1ccc(-c2nc(=O)c3ccccc3s2)cn1. As a reaction SMILES: [CH3:1][S:2][c:3]1[cH:4][cH:5][c:6](-[c:9]2[s:10][c:11]3[c:12]([c:13](=[O:15])[n:14]2)[cH:16][cH:17][cH:18][cH:19]3)[cH:7][n:8]1.[CH:31]([Cl:32])([Cl:33])[Cl:34].[OH:20][O:21][C:22]([c:23]1[cH:24][c:25]([Cl:26])[cH:27][cH:28][cH:29]1)=[O:30]>>[CH3:1][S:2]([c:3]1[cH:4][cH:5][c:6](-[c:9]2[s:10][c:11]3[c:12]([c:13](=[O:15])[n:14]2)[cH:16][cH:17][cH:18][cH:19]3)[cH:7][n:8]1)=[O:20]. Reactants: C1CCOC1, O=[N+]([O-])c1cc2c(Nc3cc(Cl)c(Cl)cc3F)ncnc2cc1F, [Na], OCCCN1CCOCC1. The product is O=[N+]([O-])c1cc2c(Nc3cc(Cl)c(Cl)cc3F)ncnc2cc1OCCCN1CCOCC1. As a reaction SMILES: [CH2:36]1[O:37][CH2:38][CH2:39][CH2:40]1.[Cl:12][c:13]1[cH:14][c:15]([NH:21][c:22]2[n:23][cH:24][n:25][c:26]3[cH:27][c:28]([F:35])[c:29]([N+:32](=[O:33])[O-:34])[cH:30][c:31]23)[c:16]([F:20])[cH:17][c:18]1[Cl:19].[Na:1].[O:2]1[CH2:3][CH2:4][N:5]([CH2:8][CH2:9][CH2:10][OH:11])[CH2:6][CH2:7]1>>[O:2]1[CH2:3][CH2:4][N:5]([CH2:8][CH2:9][CH2:10][O:11][c:28]2[cH:27][c:26]3[n:25][cH:24][n:23][c:22]([NH:21][c:15]4[cH:14][c:13]([Cl:12])[c:18]([Cl:19])[cH:17][c:16]4[F:20])[c:31]3[cH:30][c:29]2[N+:32](=[O:33])[O-:34])[CH2:6][CH2:7]1.